Dataset: the Open Reaction Database (ORD), a public repository of structured organic reaction records. Task: describe an organic reaction: reactants, conditions, products, and yield Reactants: C1CCOC1, C[Si](C)(C)[N-][Si](C)(C)C, O=C(Nc1cc[nH]n1)c1c(F)cccc1F, [Li+], Cc1cc(OCc2ccccc2)ccc1CBr. The product is Cc1cc(OCc2ccccc2)ccc1Cn1ccc(NC(=O)c2c(F)cccc2F)n1. RXN SMILES: [CH2:44]1[O:45][CH2:46][CH2:47][CH2:48]1.[CH3:17][Si:18]([N-:19][Si:20]([CH3:21])([CH3:22])[CH3:23])([CH3:24])[CH3:25].[F:1][c:2]1[c:3]([C:4](=[O:5])[NH:6][c:7]2[n:8][nH:9][cH:10][cH:11]2)[c:12]([F:16])[cH:13][cH:14][cH:15]1.[Li+:26].[c:27]1([CH2:33][O:34][c:35]2[cH:36][c:37]([CH3:43])[c:38]([CH2:41][Br:42])[cH:39][cH:40]2)[cH:28][cH:29][cH:30][cH:31][cH:32]1>>[F:1][c:2]1[c:3]([C:4](=[O:5])[NH:6][c:7]2[n:8][n:9]([CH2:41][c:38]3[c:37]([CH3:43])[cH:36][c:35]([O:34][CH2:33][c:27]4[cH:28][cH:29][cH:30][cH:31][cH:32]4)[cH:40][cH:39]3)[cH:10][cH:11]2)[c:12]([F:16])[cH:13][cH:14][cH:15]1. Reactants: [OH-].[K+] (potassium hydroxide), ClC1=CC=C(C(=O)NC(C(=O)OCC)(CC2=CC(NC3=CC=CC=C23)=O)C(=O)OCC)C=C1 (ethyl 2-(4-chlorobenzoylamino)-2-ethoxycarbonyl-3-[2(1H)-quinolinon-4-yl]propionate). Run at time 2 hour. Yields the product ClC1=CC=C(C(=O)NC(C(=O)O)CC2=CC(NC3=CC=CC=C23)=O)C=C1 (2-(4-chlorobenzoylamino)-3-[2(1H)-quinolinon-4-yl]propionic acid). The yield is 92.0%. RXN SMILES: [OH-].[K+].[Cl:3][C:4]1[CH:35]=[CH:34][C:7]([C:8]([NH:10][C:11](C(OCC)=O)([CH2:17][C:18]2[C:27]3[C:22](=[CH:23][CH:24]=[CH:25][CH:26]=3)[NH:21][C:20](=[O:28])[CH:19]=2)[C:12]([O:14]CC)=[O:13])=[O:9])=[CH:6][CH:5]=1>>[Cl:3][C:4]1[CH:5]=[CH:6][C:7]([C:8]([NH:10][CH:11]([CH2:17][C:18]2[C:27]3[C:22](=[CH:23][CH:24]=[CH:25][CH:26]=3)[NH:21][C:20](=[O:28])[CH:19]=2)[C:12]([OH:14])=[O:13])=[O:9])=[CH:34][CH:35]=1 |f:0.1|. Procedure details: 100 ml of anhydrous ethyl alcohol and 2.23 g of sodium ethoxide (96%) were added to a 500 ml flask, and the mixture was cooled down to below 5° C. After adding 7.91 g of diethyl 4-chlorobenzamidomalonate, the resulting solution was stirred at below 5° C. for one hour. 5.00 g of 4-bromomethylquinolinon was added to the mixture and the resulting solution was stirred at the room temperature for 16 hours to produce an intermediate, ethyl 2-(4-chlorobenzoylamino)-2-ethoxycarbonyl-3-[2(1H)-quinolinon-... Starting materials: CC=1C=C2C3=C(NC2=CC1)CC1CCCC3N1 (2-methyl-6,7,8,9,10,11-hexahydro-5H-7,11-epiminocycloocta[b]indole), CC1=C(C=C(C=C1)C)C=C (1,4-dimethyl-2-vinylbenzene). Procedure details: The coupling of 2-methyl-6,7,8,9,10,11-hexahydro-5H-7,11-epiminocycloocta[b]indole (110 mg, 0.486 mmol; Example 118A) and 1,4-dimethyl-2-vinylbenzene (129 mg, 0.972 mmol; Aldrich) was performed according to the procedure described in Example 114B to afford the title compound as a racemic mixture. Individual enantiomers were obtained by preparative chiral supercritical fluid chromatography (ChiralPak® OD-H 5 μm column, 21×250 mm, 35° C., 10-50% gradient of CH3OH—CO2 containing 0.1% diethylamine, ... The product is CC1=C(C=C(C=C1)C)CCN1C2=C(C3=CC(=CC=C13)C)[C@@H]1CCC[C@H](C2)N1 ((7R,11S)-5-[2-(2,5-dimethylphenyl)ethyl]-2-methyl-6,7,8,9,10,11-hexahydro-5H-7,11-epiminocycloocta[b]indole). Reaction SMILES: [CH3:1][C:2]1[CH:3]=[C:4]2[C:8](=[CH:9][CH:10]=1)[NH:7][C:6]1[CH2:11][CH:12]3[NH:17][CH:16]([C:5]2=1)[CH2:15][CH2:14][CH2:13]3.[CH3:18][C:19]1[CH:24]=[CH:23][C:22]([CH3:25])=[CH:21][C:20]=1[CH:26]=[CH2:27]>>[CH3:18][C:19]1[CH:24]=[CH:23][C:22]([CH3:25])=[CH:21][C:20]=1[CH2:26][CH2:27][N:7]1[C:8]2[C:4](=[CH:3][C:2]([CH3:1])=[CH:10][CH:9]=2)[C:5]2[C@H:16]3[NH:17][C@@H:12]([CH2:11][C:6]1=2)[CH2:13][CH2:14][CH2:15]3. Reactants: Oc1cccc(Br)c1, CCOC(C)=O, CS(=O)(=O)c1nc2cc(-c3ccc(-c4ccccc4)cc3)c(F)cc2[nH]1, c1ccncc1. Product: Fc1cc2[nH]c(Oc3cccc(Br)c3)nc2cc1-c1ccc(-c2ccccc2)cc1. Reaction SMILES: [Br:27][c:28]1[cH:29][c:30]([OH:34])[cH:31][cH:32][cH:33]1.[CH3:41][CH2:42][O:43][C:44]([CH3:45])=[O:46].[c:1]1(-[c:21]2[cH:22][cH:23][cH:24][cH:25][cH:26]2)[cH:2][cH:3][c:4](-[c:7]2[cH:8][c:9]3[c:10]([nH:11][c:12]([S:14]([CH3:15])(=[O:16])=[O:17])[n:13]3)[cH:18][c:19]2[F:20])[cH:5][cH:6]1.[cH:35]1[cH:36][cH:37][n:38][cH:39][cH:40]1>>[c:1]1(-[c:21]2[cH:22][cH:23][cH:24][cH:25][cH:26]2)[cH:2][cH:3][c:4](-[c:7]2[cH:8][c:9]3[c:10]([nH:11][c:12]([O:34][c:30]4[cH:29][c:28]([Br:27])[cH:33][cH:32][cH:31]4)[n:13]3)[cH:18][c:19]2[F:20])[cH:5][cH:6]1. Reactants: CO (methanol), [N+](=O)([O-])C1=CC=C(OCC(=CCCC(=O)[O-])C)C=C1 ([4-(p-nitrophenoxy)-3-methyl-2-butenyl]acetate), C([O-])([O-])=O.[K+].[K+] (potassium carbonate). Solvent: O (water), O (water). Conditions: time 1 hour. Product: [N+](=O)([O-])C1=CC=C(OCC(=CCO)C)C=C1 (4-(p-nitrophenoxy)-3-methyl-2-butene-1-ol). The yield is 176.5%. As a reaction SMILES: CO.[N+:3]([C:6]1[CH:21]=[CH:20][C:9]([O:10][CH2:11][C:12]([CH3:19])=[CH:13][CH2:14]CC([O-])=O)=[CH:8][CH:7]=1)([O-:5])=[O:4].C(=O)([O-])[O-:23].[K+].[K+]>O>[N+:3]([C:6]1[CH:21]=[CH:20][C:9]([O:10][CH2:11][C:12]([CH3:19])=[CH:13][CH2:14][OH:23])=[CH:8][CH:7]=1)([O-:5])=[O:4] |f:2.3.4|. Procedure: Into methanol (1,200 ml) and water (400 ml) were dissolved 120 g (0.25 mol) of [4-(p-nitrophenoxy)-3-methyl-2-butenyl]acetate. With stirring at room temperatures, 40 g (0.29 mol) of potassium carbonate were added therein, and stirred for one hour. The reaction liquid was added into water and extracted with ethyl acetate. After the organic layer was washed with water and dried, the solvent was distilled off, whereby 98.5 g of the title compound were obtained. (Yield: 98.5%) Starting materials: NC=1SC=C(N1)C1=CC=C(C=C1)NC(C)=O (N-[4-(2-amino-1,3-thiazol-4-yl)phenyl]acetamide), ClC1=C(C=C(C(=C1)Cl)Cl)S(=O)(=O)Cl (2,4,5-trichlorobenzenesulfonyl chloride). The product is ClC1=C(C=C(C(=C1)Cl)Cl)S(=O)(=O)NC=1SC=C(N1)C1=CC=C(C=C1)NC(C)=O (N-[4-(2-{[(2,4,5-Trichlorophenyl)sulfonyl]amino}-1,3-thiazol-4-yl)pbenyl]acetamide), solid. Reaction SMILES: [NH2:1][C:2]1[S:3][CH:4]=[C:5]([C:7]2[CH:12]=[CH:11][C:10]([NH:13][C:14](=[O:16])[CH3:15])=[CH:9][CH:8]=2)[N:6]=1.[Cl:17][C:18]1[CH:23]=[C:22]([Cl:24])[C:21]([Cl:25])=[CH:20][C:19]=1[S:26](Cl)(=[O:28])=[O:27]>>[Cl:17][C:18]1[CH:23]=[C:22]([Cl:24])[C:21]([Cl:25])=[CH:20][C:19]=1[S:26]([NH:1][C:2]1[S:3][CH:4]=[C:5]([C:7]2[CH:8]=[CH:9][C:10]([NH:13][C:14](=[O:16])[CH3:15])=[CH:11][CH:12]=2)[N:6]=1)(=[O:28])=[O:27]. Reported procedure: The title compound was prepared from N-[4-(2-amino-1,3-thiazol-4-yl)phenyl]acetamide (63 mg) and 2,4,5-trichlorobenzenesulfonyl chloride (76 mg) as described in the synthetic METHOD B to give a white-yellow solid (5,0 mg) with purity >90%: MS (pos) m/z 476.3. 478.3. The reactants are ClCC=1N=C(OC1C)C1=CC=CC=C1 (4-chloromethyl-5-methyl-2-phenyl-oxazole), C([O-])([O-])=O.[Cs+].[Cs+] (cesium carbonate), [I-].[K+] (potassium iodide), COC([C@H](CC1=C(C=C(C=C1C)O)C)OCC)=O ((2S)-2-ethoxy-3-(4-hydroxy-2,6-dimethyl-phenyl)-propionic acid methyl ester). Yields the product COC([C@H](CC1=C(C=C(C=C1C)OCC=1N=C(OC1C)C1=CC=CC=C1)C)OCC)=O ((S)-3-[2,6-dimethyl-4-(5-methyl-2-phenyl-oxazol-4-ylmethoxy)-phenyl]-2-ethoxy-propionic acid methyl ester). Reaction SMILES: [CH3:1][O:2][C:3](=[O:18])[C@@H:4]([O:15][CH2:16][CH3:17])[CH2:5][C:6]1[C:11]([CH3:12])=[CH:10][C:9]([OH:13])=[CH:8][C:7]=1[CH3:14].Cl[CH2:20][C:21]1[N:22]=[C:23]([C:27]2[CH:32]=[CH:31][CH:30]=[CH:29][CH:28]=2)[O:24][C:25]=1[CH3:26].C(=O)([O-])[O-].[Cs+].[Cs+].[I-].[K+]>>[CH3:1][O:2][C:3](=[O:18])[C@@H:4]([O:15][CH2:16][CH3:17])[CH2:5][C:6]1[C:11]([CH3:12])=[CH:10][C:9]([O:13][CH2:20][C:21]2[N:22]=[C:23]([C:27]3[CH:32]=[CH:31][CH:30]=[CH:29][CH:28]=3)[O:24][C:25]=2[CH3:26])=[CH:8][C:7]=1[CH3:14] |f:2.3.4,5.6|. Reported procedure: In analogy to the procedure described in example 1 f], (2S)-2-ethoxy-3-(4-hydroxy-2,6-dimethyl-phenyl)-propionic acid methyl ester was reacted with 4-chloromethyl-5-methyl-2-phenyl-oxazole in the presence of cesium carbonate and potassium iodide to yield (S)-3-[2,6-dimethyl-4-(5-methyl-2-phenyl-oxazol-4-ylmethoxy)-phenyl]-2-ethoxy-propionic acid methyl ester as colorless liquid. Starting materials: [Mg] (magnesium), C(C#C)Br (propargyl bromide), ClCC(CCCC)=O (1-chloro-2-hexanone), C≡C--CH2, mercuric chloride, C(C#C)Br (propargyl bromide), [Cl-].[NH4+] (ammonium chloride). The solvent is CCOCC (ether), CCOCC (ether). Conditions: time 1 hour. Product: ClCC(CC#C)(CCCC)O (4-Chloromethyl-4-hydroxy-1-octyne). Reaction SMILES: [Mg].[CH2:2](Br)[C:3]#[CH:4].[Cl:6][CH2:7][C:8](=[O:13])[CH2:9][CH2:10][CH2:11][CH3:12].[Cl-].[NH4+]>CCOCC>[Cl:6][CH2:7][C:8]([OH:13])([CH2:9][CH2:10][CH2:11][CH3:12])[CH2:4][C:3]#[CH:2] |f:3.4|. Procedure details: To a stirred suspension of 2.1 g. of magnesium and 20 mg. of mercuric chloride in 25 ml. of ether is added 0.8 ml. of propargyl bromide. After a few minutes of vigorous stirring, to this is added a mixture of 10.75 g. of 1-chloro-2-hexanone and 7.2 ml. of propargyl bromide in 25 ml. of ether, at such a rate that the reaction mixture is maintained at 25°-28° C. After addition, the mixture is stirred at room temperature one hour, cooled in an ice-water bath and 30 ml. of saturated ammonium chlorid...